From a dataset of the Open Reaction Database (ORD), a public repository of structured organic reaction records. describe an organic reaction: reactants, conditions, products, and yield Reactants: N1C(NC(CC1)=O)=O (dihydropyrimidine-dione), C(C1=CC=CC=C1)N1C(=NC=C1)CCN (2-(1-Benzyl-1H-imidazol-2-yl)ethanamine). Product: N1CN=C2N=CNC2=C1 (dihydropurine). RXN SMILES: [NH:1]1[CH2:6][CH2:5][C:4](=O)[NH:3][C:2]1=O.C([N:16]1C=C[N:18]=[C:17]1CCN)C1C=CC=CC=1>>[NH:1]1[CH:6]=[C:5]2[C:4]([N:16]=[CH:17][NH:18]2)=[N:3][CH2:2]1. Procedure: Treatment of imidazole 1 with n-BuLi, followed by an alkylation reaction, and a deprotection reaction with TFA affords 2-(1-methyl-1H-imidazol-2-yl)ethanamine. Amine 3 can be coupled with dihydropurine 4 to give compound 5. Product: COc1ccc(-c2nn(CC3CC3)c(=O)c(C(=O)NCc3ccccn3)c2-c2ccc(OC)cc2)cc1. Starting materials: COc1ccc(-c2nn(CC3CC3)c(=O)c(C(=O)O)c2-c2ccc(OC)cc2)cc1, NCc1ccccn1. As a reaction SMILES: [CH3:1][O:2][c:3]1[cH:4][cH:5][c:6](-[c:9]2[c:10]([C:28](=[O:29])[OH:30])[c:11](=[O:27])[n:12]([CH2:23][CH:24]3[CH2:25][CH2:26]3)[n:13][c:14]2-[c:15]2[cH:16][cH:17][c:18]([O:21][CH3:22])[cH:19][cH:20]2)[cH:7][cH:8]1.[NH2:31][CH2:32][c:33]1[n:34][cH:35][cH:36][cH:37][cH:38]1>>[CH3:1][O:2][c:3]1[cH:4][cH:5][c:6](-[c:9]2[c:10]([C:28](=[O:30])[NH:31][CH2:32][c:33]3[n:34][cH:35][cH:36][cH:37][cH:38]3)[c:11](=[O:27])[n:12]([CH2:23][CH:24]3[CH2:25][CH2:26]3)[n:13][c:14]2-[c:15]2[cH:16][cH:17][c:18]([O:21][CH3:22])[cH:19][cH:20]2)[cH:7][cH:8]1. Starting materials: CC(C)[Si](C(C)C)(C(C)C)n1ccc2cc(Br)cnc21, [Li]C(C)(C)C, ClC(Cl)(Cl)C(Cl)(Cl)Cl, C1CCOC1, O. The product is CC(C)[Si](C(C)C)(C(C)C)n1ccc2cc(Cl)cnc21. RXN SMILES: [Br:1][c:2]1[cH:3][c:4]2[c:5]([n:6][cH:7]1)[n:8]([Si:11]([CH:12]([CH3:13])[CH3:14])([CH:15]([CH3:16])[CH3:17])[CH:18]([CH3:19])[CH3:20])[cH:9][cH:10]2.[C:21]([Li:22])([CH3:23])([CH3:24])[CH3:25].[Cl:26][C:27]([C:28]([Cl:29])([Cl:30])[Cl:31])([Cl:32])[Cl:33].[O:35]1[CH2:36][CH2:37][CH2:38][CH2:39]1.[OH2:34]>>[c:2]1([Cl:26])[cH:3][c:4]2[c:5]([n:6][cH:7]1)[n:8]([Si:11]([CH:12]([CH3:13])[CH3:14])([CH:15]([CH3:16])[CH3:17])[CH:18]([CH3:19])[CH3:20])[cH:9][cH:10]2.